From a dataset of the Open Reaction Database (ORD), a public repository of structured organic reaction records. describe an organic reaction: reactants, conditions, products, and yield The reactants are C=COC(C)=O, Cc1ccccc1, OCCCCCCCCCl, [Na+], [Na+], O=C([O-])[O-]. Product: C=COCCCCCCCCCl. As a reaction SMILES: [CH3:17][C:18]([O:19][CH:20]=[CH2:21])=[O:22].[CH3:23][c:24]1[cH:25][cH:26][cH:27][cH:28][cH:29]1.[Cl:1][CH2:2][CH2:3][CH2:4][CH2:5][CH2:6][CH2:7][CH2:8][CH2:9][OH:10].[Na+:11].[Na+:12].[O-:13][C:14](=[O:15])[O-:16]>>[Cl:1][CH2:2][CH2:3][CH2:4][CH2:5][CH2:6][CH2:7][CH2:8][CH2:9][O:10][CH:17]=[CH2:18]. The reactants are [Li]CCCC, CN(C)C=O, COC(OC)c1ccsc1, C1CCOC1, O. Product: COC(OC)c1ccsc1C=O. RXN SMILES: [CH2:11]([Li:12])[CH2:13][CH2:14][CH3:15].[CH3:16][N:17]([CH:18]=[O:19])[CH3:20].[CH3:1][O:2][CH:3]([c:4]1[cH:5][s:6][cH:7][cH:8]1)[O:9][CH3:10].[O:22]1[CH2:23][CH2:24][CH2:25][CH2:26]1.[OH2:21]>>[CH3:1][O:2][CH:3]([c:4]1[c:5]([CH:18]=[O:19])[s:6][cH:7][cH:8]1)[O:9][CH3:10].